Dataset: the Open Reaction Database (ORD), a public repository of structured organic reaction records. Task: describe an organic reaction: reactants, conditions, products, and yield The reactants are COc1cc(Br)ccc1-c1nc2c(C)nn(C3CCCCC3)c2c(=O)[nH]1, [Li]CCCC, CN1CCC(=O)CC1, C1CCOC1, O. Product: COc1cc(C2(O)CCN(C)CC2)ccc1-c1nc2c(C)nn(C3CCCCC3)c2c(=O)[nH]1. As a reaction SMILES: [Br:11][c:12]1[cH:13][c:14]([O:35][CH3:36])[c:15](-[c:18]2[nH:19][c:20](=[O:34])[c:21]3[c:22]([n:23]2)[c:24]([CH3:33])[n:25][n:26]3[CH:27]2[CH2:28][CH2:29][CH2:30][CH2:31][CH2:32]2)[cH:16][cH:17]1.[CH2:1]([Li:2])[CH2:3][CH2:4][CH3:5].[CH3:37][N:38]1[CH2:39][CH2:40][C:41](=[O:44])[CH2:42][CH2:43]1.[O:6]1[CH2:7][CH2:8][CH2:9][CH2:10]1.[OH2:45]>>[c:12]1([C:41]2([OH:44])[CH2:40][CH2:39][N:38]([CH3:37])[CH2:43][CH2:42]2)[cH:13][c:14]([O:35][CH3:36])[c:15](-[c:18]2[nH:19][c:20](=[O:34])[c:21]3[c:22]([n:23]2)[c:24]([CH3:33])[n:25][n:26]3[CH:27]2[CH2:28][CH2:29][CH2:30][CH2:31][CH2:32]2)[cH:16][cH:17]1. The reactants are C(=O)(OC(C)(C)C)N[C@H]([C@H](C[C@H](C(=O)O)CC1=CC(=C(C(=C1)OC)OC)OC)O)CC1=CC=CC=C1 (5(S)-(Boc-amino)-4(S)-hydroxy-6-phenyl-2(R)-[(3,4,5-trimethoxyphenyl)methyl]hexanoic acid), C([O-])([O-])=O.[K+].[K+] (potassium carbonate), crude product, C(C)(C)(C)[Si](Cl)(C)C (tert-butyldimethylchlorosilane), N1C=NC=C1 (imidazole). Solvent: C1CCOC1 (THF), CO (methanol), O (water), CN(C)C=O (DMF). Yields the product C(=O)(OC(C)(C)C)N[C@H]([C@H](C[C@H](C(=O)O)CC1=CC(=C(C(=C1)OC)OC)OC)O[Si](C)(C)C(C)(C)C)CC1=CC=CC=C1 (5(S)-(Boc-Amino)-4(S)-(tert-butyldimethylsilyloxy)-6-phenyl-2(R)-[(3,4,5-trimethoxyphenyl)methyl]hexanoic acid). As a reaction SMILES: [C:1]([NH:8][C@@H:9]([CH2:30][C:31]1[CH:36]=[CH:35][CH:34]=[CH:33][CH:32]=1)[C@@H:10]([OH:29])[CH2:11][C@@H:12]([CH2:16][C:17]1[CH:22]=[C:21]([O:23][CH3:24])[C:20]([O:25][CH3:26])=[C:19]([O:27][CH3:28])[CH:18]=1)[C:13]([OH:15])=[O:14])([O:3][C:4]([CH3:7])([CH3:6])[CH3:5])=[O:2].[C:37]([Si:41]([CH3:44])([CH3:43])Cl)([CH3:40])([CH3:39])[CH3:38].N1C=CN=C1.C(=O)([O-])[O-].[K+].[K+]>CN(C=O)C.O.C1COCC1.CO>[C:1]([NH:8][C@@H:9]([CH2:30][C:31]1[CH:36]=[CH:35][CH:34]=[CH:33][CH:32]=1)[C@@H:10]([O:29][Si:41]([C:37]([CH3:40])([CH3:39])[CH3:38])([CH3:44])[CH3:43])[CH2:11][C@@H:12]([CH2:16][C:17]1[CH:18]=[C:19]([O:27][CH3:28])[C:20]([O:25][CH3:26])=[C:21]([O:23][CH3:24])[CH:22]=1)[C:13]([OH:15])=[O:14])([O:3][C:4]([CH3:6])([CH3:7])[CH3:5])=[O:2] |f:3.4.5|. Reported procedure: In analogy with Example 44e), 1.526 g of 5(S)-(Boc-amino)-4(S)-hydroxy-6-phenyl-2(R)-[(3,4,5-trimethoxyphenyl)methyl]hexanoic acid in 15.16 ml of DMF are silylated with 2.11 g of tert-butyldimethylchlorosilane and 1.683 g of imidazole. The silyl ester group in the crude product is detached, at RT in 2.5 h, in a mixture consisting of 40.3 ml of methanol, 13.8 ml of THF, 13.8 ml of water and 2.42 g of potassium carbonate. The title compound is purified by being chromatographed twice on silica gel ... Starting materials: COC(=O)c1ccc(NC(=O)c2ccccc2OCc2ccccc2)c(OC)c1, CI, CN(C)C=O, [H-], [Na+]. Product: COC(=O)c1ccc(N(C)C(=O)c2ccccc2OCc2ccccc2)c(OC)c1. Reaction SMILES: [CH2:3]([c:4]1[cH:5][cH:6][cH:7][cH:8][cH:9]1)[O:10][c:11]1[c:12]([C:13](=[O:14])[NH:15][c:16]2[c:17]([O:26][CH3:27])[cH:18][c:19]([C:20](=[O:21])[O:22][CH3:23])[cH:24][cH:25]2)[cH:28][cH:29][cH:30][cH:31]1.[CH3:32][I:33].[CH3:34][N:35]([CH3:36])[CH:37]=[O:38].[H-:1].[Na+:2]>>[CH2:3]([c:4]1[cH:5][cH:6][cH:7][cH:8][cH:9]1)[O:10][c:11]1[c:12]([C:13](=[O:14])[N:15]([c:16]2[c:17]([O:26][CH3:27])[cH:18][c:19]([C:20](=[O:21])[O:22][CH3:23])[cH:24][cH:25]2)[CH3:32])[cH:28][cH:29][cH:30][cH:31]1. The solvent is C(C)O (ethanol), O (water). Product: CN1N=C(C=C1C(=O)O)C1=CC=CC=C1 (1-Methyl-3-phenylpyrazole-5-carboxylic acid). Reactants: CN1N=C(C=C1C(=O)OC)C1=CC=CC=C1 (Methyl 1-methyl-3-phenylpyrazole-5-carboxylate), [OH-].[Na+] (sodium hydroxide). Procedure: Methyl 1-methyl-3-phenylpyrazole-5-carboxylate (3 g) was dissolved in a mixed solvent of ethanol (20 ml) and water (20 ml) and sodium hydroxide (0.7 g) was added. The mixture was stirred at a refluxing temperature for 30 min. Ethanol was evaporated and to the residue was added dilute hydrochloric acid. The obtained solid was recrystallized from aqueous methanol solution to give the title compound (0.8 g), melting point: 189° C. Reaction conditions: time 30 minute. Yield: 28.5%. As a reaction SMILES: [CH3:1][N:2]1[C:6]([C:7]([O:9]C)=[O:8])=[CH:5][C:4]([C:11]2[CH:16]=[CH:15][CH:14]=[CH:13][CH:12]=2)=[N:3]1.[OH-].[Na+]>C(O)C.O>[CH3:1][N:2]1[C:6]([C:7]([OH:9])=[O:8])=[CH:5][C:4]([C:11]2[CH:16]=[CH:15][CH:14]=[CH:13][CH:12]=2)=[N:3]1 |f:1.2|. Starting materials: [OH-].[NH4+] (ammonium hydroxide), N1=CC(=CC=C1)N1C(CC2=CC=CC=C12)=O (1-(pyridin-3-yl)-1,3-dihydroindol-2-one), P(=O)(Cl)(Cl)Cl (Phosphorous oxychloride), CN(C=O)C (dimethylformamide). Run in ClCCl (dichloromethane), N1=CC=CC=C1 (pyridine), O (water), ClCCl (dichloromethane). Reaction conditions: time 15 minute. Yields the product ClC1N(C2=CC=CC=C2C1C=O)C=1C=NC=CC1 (2-chloro-1-(pyridin-3-yl)-1,3-dihydroindole-3-carboxaldehyde). The yield is 14.0%. Reaction SMILES: P(Cl)(Cl)([Cl:3])=O.CN(C)[CH:8]=[O:9].[N:11]1[CH:16]=[CH:15][CH:14]=[C:13]([N:17]2[C:25]3[C:20](=[CH:21][CH:22]=[CH:23][CH:24]=3)[CH2:19][C:18]2=O)[CH:12]=1.[OH-].[NH4+]>ClCCl.O.N1C=CC=CC=1>[Cl:3][CH:18]1[CH:19]([CH:8]=[O:9])[C:20]2[C:25](=[CH:24][CH:23]=[CH:22][CH:21]=2)[N:17]1[C:13]1[CH:12]=[N:11][CH:16]=[CH:15][CH:14]=1 |f:3.4|. Reported procedure: Phosphorous oxychloride (500 μL, 5.39 mmol) is added slowly to a stirred solution of dimethylformamide (516 μL) in dichloromethane (516 μL) at 0-5° C. After 15 min, a solution of 1-(pyridin-3-yl)-1,3-dihydroindol-2-one (250 mg, 1.2 mmol) and pyridine (258 μL) in dichloromethane (2 mL) is added. The reaction mixture is warmed to room temperature and stirred for 24 hr. The reaction is diluted with water, made basic with ammonium hydroxide, extracted with dichloromethane and the extract is concentr... Reactants: COc1ccc([N+](=O)[O-])cc1Br, CCCO, Cl, NCc1ccc(B(O)O)cc1, CC(=O)[O-], CC(=O)[O-], O, [Pd+2], c1ccc(P(c2ccccc2)c2ccccc2)cc1. The product is COc1ccc([N+](=O)[O-])cc1-c1ccc(CN)cc1. RXN SMILES: [Br:1][c:2]1[c:3]([O:11][CH3:12])[cH:4][cH:5][c:6]([N+:8](=[O:9])[O-:10])[cH:7]1.[CH2:45]([OH:46])[CH2:47][CH3:48].[ClH:13].[NH2:14][CH2:15][c:16]1[cH:17][cH:18][c:19]([B:22]([OH:23])[OH:24])[cH:20][cH:21]1.[O-:50][C:51]([CH3:52])=[O:53].[O-:54][C:55]([CH3:56])=[O:57].[OH2:44].[Pd+2:49].[c:25]1([P:26]([c:27]2[cH:28][cH:29][cH:30][cH:31][cH:32]2)[c:33]2[cH:34][cH:35][cH:36][cH:37][cH:38]2)[cH:39][cH:40][cH:41][cH:42][cH:43]1>>[c:2]1(-[c:19]2[cH:18][cH:17][c:16]([CH2:15][NH2:14])[cH:21][cH:20]2)[c:3]([O:11][CH3:12])[cH:4][cH:5][c:6]([N+:8](=[O:9])[O-:10])[cH:7]1. The reactants are CC(C)C(=O)Nc1cccc(C2CCNCC2)c1, O=Cc1ccc(-c2ccccc2)cc1. Product: CC(C)C(=O)Nc1cccc(C2CCN(Cc3ccc(-c4ccccc4)cc3)CC2)c1. RXN SMILES: [CH3:15][CH:16]([C:17](=[O:18])[NH:19][c:20]1[cH:21][c:22]([CH:26]2[CH2:27][CH2:28][NH:29][CH2:30][CH2:31]2)[cH:23][cH:24][cH:25]1)[CH3:32].[c:1]1(-[c:9]2[cH:10][cH:11][cH:12][cH:13][cH:14]2)[cH:2][cH:3][c:4]([CH:7]=[O:8])[cH:5][cH:6]1>>[c:1]1(-[c:9]2[cH:10][cH:11][cH:12][cH:13][cH:14]2)[cH:2][cH:3][c:4]([CH2:7][N:29]2[CH2:28][CH2:27][CH:26]([c:22]3[cH:21][c:20]([NH:19][C:17]([CH:16]([CH3:15])[CH3:32])=[O:18])[cH:25][cH:24][cH:23]3)[CH2:31][CH2:30]2)[cH:5][cH:6]1.